Dataset: the Open Reaction Database (ORD), a public repository of structured organic reaction records. Task: describe an organic reaction: reactants, conditions, products, and yield Starting materials: C(Cl)Cl (CH2Cl2), C(C1=CC=CC=C1)OCC1=CC=CC=C1 (benzyl ether), C1CCOC1 (THF), C1CCOC1 (THF), C[Mg]I (MeMgI). Reagents/catalysts: [Cu]I (CuI). Conditions: temperature -78 celsius, time 4 hour. The product is C(C1=CC=CC=C1)OC[C@H](CC)O ((S)-1-Benzyloxy-butan-2-ol). RXN SMILES: [CH2:1]([O:8][CH2:9][C:10]1C=CC=[CH:12][CH:11]=1)[C:2]1[CH:7]=[CH:6][CH:5]=[CH:4][CH:3]=1.C[Mg]I.C(Cl)Cl.C1C[O:25]CC1>[Cu]I>[CH2:1]([O:8][CH2:9][C@@H:10]([OH:25])[CH2:11][CH3:12])[C:2]1[CH:7]=[CH:6][CH:5]=[CH:4][CH:3]=1. Procedure: To a mixture of the benzyl ether above (44 g, 0.268 mol) and CuI (51 g, 0.268 mol) in anhydrous THF (1 L) was slowly added MeMgI (270 mL of a 3 M THF solution, 0.810 mol) at -78° C. The mixture was stirred at -78° C. for 4 hours and was warmed to room temperature. After aqueous work-up (CH2Cl2) and chromatography, 47.0 g of the title compound was obtained: [α]25D +8.2° (c 1.2, CHCl3). IR: 3428. 1H NMR (CDCl3): δ0.94 (3H, t, J=7.5), 1.47 (2H, m), 2.38 (1H, br), 3.32 (1H, dd, J=8.0, 9.3), 3.50 (1H... The reactants are CS(=O)(=O)OC(C(C1=CC2=CC=C(C=C2C=C1)OC)(OC)OC)C (1,1-dimethoxy-1-(6-methoxy-2-naphthyl)prop-2-yl methanesulfonate), C([O-])(O)=O.[Na+] (sodium bicarbonate), CO (methanol). Solvent: O (water), O (water). Conditions: temperature 70 celsius. The product is COC=1C=C2C=CC(=CC2=CC1)C(C(=O)O)C (2-(6-methoxy-2-naphthyl)propionic acid). Yield: 102.9%. Reaction SMILES: CS(O[CH:6](C)[C:7](OC)(OC)[C:8]1[CH:17]=[CH:16][C:15]2[C:10](=[CH:11][CH:12]=[C:13]([O:18][CH3:19])[CH:14]=2)[CH:9]=1)(=O)=O.[C:25](=[O:28])(O)[O-:26].[Na+].CO>O>[CH3:19][O:18][C:13]1[CH:14]=[C:15]2[C:10](=[CH:11][CH:12]=1)[CH:9]=[C:8]([CH:7]([CH3:6])[C:25]([OH:26])=[O:28])[CH:17]=[CH:16]2 |f:1.2|. Procedure details: A mixture containing 1.6 g of 1,1-dimethoxy-1-(6-methoxy-2-naphthyl)prop-2-yl methanesulfonate, 1.5 g of sodium bicarbonate, 10 ml of water and 10 ml of methanol is heated at 70° C. with refluxing for 1 1/2 hours. Then the reaction mixture is cooled and poured into water and extracted with ether. The ethereal extract is dried over magnesium sulfate and evaporated under reduced pressure to yield 1.07 g of 2-(6-methoxy-2-naphthyl)propionic acid. Reactants: C(C)(C)(C)C#C (tert-butylacetylene), ice water, C(C)OCC (ethyl ether), BrCCCOC1OCCCC1 (3-bromo-1-(2-tetrahydropyranyloxy)propane). Solvent: O1CCCC1 (tetrahydrofuran). Run at temperature -78 celsius. Yields the product CC(C#CCCCOC1OCCCC1)(C)C (6,6-dimethyl-1-(2-tetrahydropyranyloxy)-4-heptyne). Yield: 40.7%. RXN SMILES: [C:1]([C:5]#[CH:6])([CH3:4])([CH3:3])[CH3:2].Br[CH2:8][CH2:9][CH2:10][O:11][CH:12]1[CH2:17][CH2:16][CH2:15][CH2:14][O:13]1.C(OCC)C>O1CCCC1>[CH3:2][C:1]([CH3:4])([CH3:3])[C:5]#[C:6][CH2:8][CH2:9][CH2:10][O:11][CH:12]1[CH2:17][CH2:16][CH2:15][CH2:14][O:13]1. Procedure details: 0.81 g of tert-butylacetylene was dissolved in 19 ml of tetrahydrofuran, and 6.1 ml of a 0.55M n-butyllithium-hexane solution was added dropwise with stirring at -78° C. After the mixture was stirred at this temperature for 1 hour, 2.2 g of 3-bromo-1-(2-tetrahydropyranyloxy)propane was added. The solution was warmed to the room temperature, and then heated at 80° C. with stirring for 8 hours. The reaction mixture was poured into the ice water, and ethyl ether was added. The organic layer separat... Starting materials: [F-].C(CCC)[N+](CCCC)(CCCC)CCCC (Tetrabutylammonium flouride), C[Si](CCOC(=O)NC1=C(C2=C(N(C3=CC=CC=C23)C(C)C)C=N1)CC)(C)C (3-[2-(Trimethylsilyl)ethoxycarbonylamino]-4-ethyl-9-isopropyl-9H-pyrido[3,4-b]indole). Reaction conditions: temperature 50 celsius. Yields the product NC1=C(C2=C(N(C3=CC=CC=C23)C(C)C)C=N1)CC (3-Amino-4-ethyl-9-isopropyl-9H-pyrido[3,4-b]indole). Yield: 67.1%. RXN SMILES: [F-].C([N+](CCCC)(CCCC)CCCC)CCC.C[Si](C)(C)CCOC([NH:26][C:27]1[N:42]=[CH:41][C:30]2[N:31]([CH:38]([CH3:40])[CH3:39])[C:32]3[C:37]([C:29]=2[C:28]=1[CH2:43][CH3:44])=[CH:36][CH:35]=[CH:34][CH:33]=3)=O>>[NH2:26][C:27]1[N:42]=[CH:41][C:30]2[N:31]([CH:38]([CH3:40])[CH3:39])[C:32]3[C:37]([C:29]=2[C:28]=1[CH2:43][CH3:44])=[CH:36][CH:35]=[CH:34][CH:33]=3 |f:0.1|. Procedure details: Tetrabutylammonium flouride (1M in THF, 5 ml, 5 mmol) was added to 3-[2-(trimethylsilyl)ethoxycarbonylamino]-4-ethyl-9-isopropyl-9H-pyrido[3,4-b]indole (Method 4; 80 mg, 0.2 mmol) and the mixture was heated to 50° C. for 1 hour. The mixture was concentrated in vacuo and the residue was dissolved in DCM and washed with water. The organic phase was separated, dried and evaporated in vacuo. The crude product was purified by flash eluting over a gradient of 0-2.5% MeOH in DCM. The product was obtain...